Dataset: the Open Reaction Database (ORD), a public repository of structured organic reaction records. Task: describe an organic reaction: reactants, conditions, products, and yield Starting materials: C(C=C)(=O)Cl (acryloyl chloride), C([O-])([O-])=O.[Na+].[Na+] (sodium carbonate), C(CCCCCCCCCCCCC)N[C@H]1[C@H](O)[C@@H](O)[C@H](O)[C@H](O1)CO (N-tetradecyl-β-D-glucopyranosylamine). Run in C1CCOC1 (THF), O (water), C1CCOC1 (THF). The product is [C@@H]1([C@H](O)[C@@H](O)[C@H](O)[C@H](O1)CO)N(C(C=C)=O)CCCCCCCCCCCCCC (N-(β-D-glucopyranosyl)-N-tetradecyl-acrylamide). RXN SMILES: C(=O)([O-])[O-].[Na+].[Na+].[CH2:7]([NH:21][C@@H:22]1[O:30][C@H:29]([CH2:31][OH:32])[C@@H:27]([OH:28])[C@H:25]([OH:26])[C@H:23]1[OH:24])[CH2:8][CH2:9][CH2:10][CH2:11][CH2:12][CH2:13][CH2:14][CH2:15][CH2:16][CH2:17][CH2:18][CH2:19][CH3:20].[C:33](Cl)(=[O:36])[CH:34]=[CH2:35]>O.C1COCC1>[C@@H:22]1([N:21]([CH2:7][CH2:8][CH2:9][CH2:10][CH2:11][CH2:12][CH2:13][CH2:14][CH2:15][CH2:16][CH2:17][CH2:18][CH2:19][CH3:20])[C:33](=[O:36])[CH:34]=[CH2:35])[O:30][C@H:29]([CH2:31][OH:32])[C@@H:27]([OH:28])[C@H:25]([OH:26])[C@H:23]1[OH:24] |f:0.1.2|. Procedure: A solution of 85 mmol (9 g) of sodium carbonate in 25 ml of water is added to a solution of 13.7 mmol (4 g) of N-tetradecyl-β-D-glucopyranosylamine in 190 ml of THF. A solution of 26 mmol (2.0 ml) of acryloyl chloride in 20 ml of THF is added dropwise over one hour. The THF is evaporated off and the acylamidosugar is then extracted with 300 ml of ethyl acetate. The organic phase is washed with a saturated solution of NaHCO3, dried over MgSO4 and evaporated at reduced pressure. Starting materials: [Al+3], C1CCOC1, CNC(=O)CC(c1ccccc1)c1c[nH]c2nccc(OC)c12, [H-], [H-], [H-], [H-], [Li+]. Yields the product CNCCC(c1ccccc1)c1c[nH]c2nccc(OC)c12. As a reaction SMILES: [Al+3:25].[CH2:30]1[O:31][CH2:32][CH2:33][CH2:34]1.[CH3:1][O:2][c:3]1[c:4]2[c:5]([n:6][cH:7][cH:8]1)[nH:9][cH:10][c:11]2[CH:12]([CH2:13][C:14](=[O:15])[NH:16][CH3:17])[c:18]1[cH:19][cH:20][cH:21][cH:22][cH:23]1.[H-:24].[H-:27].[H-:28].[H-:29].[Li+:26]>>[CH3:1][O:2][c:3]1[c:4]2[c:5]([n:6][cH:7][cH:8]1)[nH:9][cH:10][c:11]2[CH:12]([CH2:13][CH2:14][NH:16][CH3:17])[c:18]1[cH:19][cH:20][cH:21][cH:22][cH:23]1. Starting materials: N(=O)[O-].[Na+] (sodium nitrite), S(=O)(=O)(OC)OC (dimethyl sulfate), ON=C(C(=O)OC(C)(C)C)C(C)=O (tert-butyl 2-hydroxyimino-3-oxobutyrate), C([O-])([O-])=O.[K+].[K+] (potassium carbonate), C(CC(=O)C)(=O)OC(C)(C)C (tert-butyl acetoacetate). Run in O (water), ClCCl (dichloromethane), C(C)(=O)O (acetic acid), ClCCl (dichloromethane), O (water). Conditions: time 1 hour. Product: CON=C(C(=O)OC(C)(C)C)C(C)=O (tert-butyl 2-methoxyimino-3-oxobutyrate). Yield: 95.0%. Reaction SMILES: [C:1](OC(C)(C)C)(=O)CC(C)=O.N([O-])=O.[Na+].[OH:16][N:17]=[C:18]([C:26](=[O:28])[CH3:27])[C:19]([O:21][C:22]([CH3:25])([CH3:24])[CH3:23])=[O:20].C(=O)([O-])[O-].[K+].[K+].S(OC)(OC)(=O)=O>C(O)(=O)C.O.ClCCl>[CH3:1][O:16][N:17]=[C:18]([C:26](=[O:28])[CH3:27])[C:19]([O:21][C:22]([CH3:24])([CH3:23])[CH3:25])=[O:20] |f:1.2,4.5.6|. Procedure: In 31.6 g of glacial acetic acid was dissolved 31.6 g (0.2 mole) of tert-butyl acetoacetate, and a solution of 15.2 g (0.22 mole) of sodium nitrite in 30 ml of water was added dropwise at 0° to 5° C. over a period of 2 hours and stirred at room temperature for 1 hour. After completion of the reaction, 100 ml of water and 100 ml of dichloromethane were added and then stirred, and the resulting mixture was allowed to stand to be separated and the aqueous layer was removed. To the thus obtained sol... Starting materials: [BH4-], CO, NCCc1cccc(Cl)c1, [Na+], O, O=Cc1cccc(O)c1. The product is Oc1cccc(CNCCc2cccc(Cl)c2)c1. RXN SMILES: [BH4-:20].[CH3:23][OH:24].[Cl:1][c:2]1[cH:3][c:4]([CH2:8][CH2:9][NH2:10])[cH:5][cH:6][cH:7]1.[Na+:21].[OH2:22].[OH:11][c:12]1[cH:13][c:14]([CH:15]=[O:16])[cH:17][cH:18][cH:19]1>>[Cl:1][c:2]1[cH:3][c:4]([CH2:8][CH2:9][NH:10][CH2:15][c:14]2[cH:13][c:12]([OH:11])[cH:19][cH:18][cH:17]2)[cH:5][cH:6][cH:7]1. The reactants are C1CCOC1, O=C(Cl)C1CCC1, CCCC1=NNC(=O)C1=C1C=C(Sc2ccc(N)cc2)c2ccccc2N1. Product: CCCC1=NNC(=O)C1=C1C=C(Sc2ccc(NC(=O)C3CCC3)cc2)c2ccccc2N1. RXN SMILES: [CH2:35]1[O:36][CH2:37][CH2:38][CH2:39]1.[CH:28]1([C:32](=[O:33])[Cl:34])[CH2:29][CH2:30][CH2:31]1.[NH2:1][c:2]1[cH:3][cH:4][c:5]([S:8][C:9]2=[CH:10][C:11](=[C:19]3[C:20]([CH2:25][CH2:26][CH3:27])=[N:21][NH:22][C:23]3=[O:24])[NH:12][c:13]3[cH:14][cH:15][cH:16][cH:17][c:18]32)[cH:6][cH:7]1>>[NH:1]([c:2]1[cH:3][cH:4][c:5]([S:8][C:9]2=[CH:10][C:11](=[C:19]3[C:20]([CH2:25][CH2:26][CH3:27])=[N:21][NH:22][C:23]3=[O:24])[NH:12][c:13]3[cH:14][cH:15][cH:16][cH:17][c:18]32)[cH:6][cH:7]1)[C:32]([CH:28]1[CH2:29][CH2:30][CH2:31]1)=[O:33]. Starting materials: S=C1NCCN(CC1)C(=O)OC(C)(C)C (tert-butyl 5-thioxo-1,4-diazepane-1-carboxylate), C(C)OCC (ethyl ether), amidoxime, Cl.NO (hydroxylamine hydrochloride), [OH-].[K+] (potassium hydroxide). Run in CO (methanol), CO (methanol). Conditions: temperature 55 celsius, time 8 hour. Yields the product ON=C1NCCN(CC1)C(=O)OC(C)(C)C (tert-Butyl 5-(hydroxyimino)-1,4-diazepane-1-carboxylate). RXN SMILES: Cl.[NH2:2][OH:3].[OH-].[K+].S=[C:7]1[CH2:13][CH2:12][N:11]([C:14]([O:16][C:17]([CH3:20])([CH3:19])[CH3:18])=[O:15])[CH2:10][CH2:9][NH:8]1.C(OCC)C>CO>[OH:3][N:2]=[C:7]1[CH2:13][CH2:12][N:11]([C:14]([O:16][C:17]([CH3:20])([CH3:19])[CH3:18])=[O:15])[CH2:10][CH2:9][NH:8]1 |f:0.1,2.3|. Reported procedure: A solution of hydroxylamine hydrochloride (2 eq.) in methanol was added to an equimolar methanolic solution of potassium hydroxide. Potassium chloride was filtered off and the filtrate was added to a solution of the above tert-butyl 5-thioxo-1,4-diazepane-1-carboxylate (1 eq.) in methanol. The mixture was stirred at 55° C. overnight, then cooled to room temperature and the solvent was removed under reduced pressure. The residue was taken in chloroform, washed with brine, dried over Na2SO4 and co... Reactants: O=C1CCC(=O)N1Br, O=C(OOC(=O)c1ccccc1)c1ccccc1, COC(=O)c1cccc(-n2c(=O)c(C)nc3cccnc32)c1, ClC(Cl)Cl. Product: COC(=O)c1cccc(-n2c(=O)c(CBr)nc3cccnc32)c1. RXN SMILES: [Br:23][N:24]1[C:25](=[O:26])[CH2:27][CH2:28][C:29]1=[O:30].[C:31]([O:32][O:33][C:34](=[O:35])[c:36]1[cH:37][cH:38][cH:39][cH:40][cH:41]1)(=[O:42])[c:43]1[cH:44][cH:45][cH:46][cH:47][cH:48]1.[CH3:1][O:2][C:3](=[O:4])[c:5]1[cH:6][c:7](-[n:11]2[c:12]3[c:13]([n:14][c:15]([CH3:18])[c:16]2=[O:17])[cH:19][cH:20][cH:21][n:22]3)[cH:8][cH:9][cH:10]1.[CH:49]([Cl:50])([Cl:51])[Cl:52]>>[CH3:1][O:2][C:3](=[O:4])[c:5]1[cH:6][c:7](-[n:11]2[c:12]3[c:13]([n:14][c:15]([CH2:18][Br:23])[c:16]2=[O:17])[cH:19][cH:20][cH:21][n:22]3)[cH:8][cH:9][cH:10]1. The reactants are CCOCC, [Cl-], [Na+], [Na+], O=C([O-])[O-], C1CCOC1, O, CCCCCC(=O)C[P+](c1ccccc1)(c1ccccc1)c1ccccc1, OCCCc1ccccc1. Yields the product CCCCCC(=O)C=CCCc1ccccc1. RXN SMILES: [CH2:51]([O:52][CH2:53][CH3:54])[CH3:55].[Cl-:11].[Na+:39].[Na+:40].[O-:41][C:42](=[O:43])[O-:44].[O:46]1[CH2:47][CH2:48][CH2:49][CH2:50]1.[OH2:45].[c:12]1([P+:13]([c:14]2[cH:15][cH:16][cH:17][cH:18][cH:27]2)([CH2:19][C:20]([CH2:21][CH2:22][CH2:23][CH2:24][CH3:25])=[O:26])[c:28]2[cH:29][cH:30][cH:31][cH:32][cH:33]2)[cH:34][cH:35][cH:36][cH:37][cH:38]1.[c:1]1([CH2:7][CH2:8][CH2:9][OH:10])[cH:2][cH:3][cH:4][cH:5][cH:6]1>>[c:1]1([CH2:7][CH2:8][CH:9]=[CH:19][C:20]([CH2:21][CH2:22][CH2:23][CH2:24][CH3:25])=[O:26])[cH:2][cH:3][cH:4][cH:5][cH:6]1.